This data is from the Open Reaction Database (ORD), a public repository of structured organic reaction records. The task is: describe an organic reaction: reactants, conditions, products, and yield The yield is 73.7%. Reactants: CC1(CCCCC1)C=1C=C(C=CC1OC)B(O)O (3-(1-methylcyclohexyl)-4-methoxyphenyl boronic acid), BrC=1C=C2C=CC(=CC2=CC1)C=O (6-bromo-2-naphthaldehyde), C([O-])([O-])=O.[Na+].[Na+] (sodium carbonate). Reported procedure: A mixture of 3-(1-methylcyclohexyl)-4-methoxyphenyl boronic acid (0.315 g, 1.27 mmol), 6-bromo-2-naphthaldehyde (0.250 g, 1.06 mmol) and sodium carbonate (0.337 g, 3.18 mmol) in 10 mL of toluene:ethanol (4:1) and water (1 mL) was degassed with argon for 30 minutes. Tetrakis(triphenylphosphine) palladium(0) (0.035 g, 0.03 mmol) was added and the mixture heated at reflux for 17 hours. The solution was cooled to room temperature, diluted with ethyl acetate and washed successively with water and bri... Reagents/catalysts: [Pd].C1(=CC=CC=C1)P(C1=CC=CC=C1)C1=CC=CC=C1.C1(=CC=CC=C1)P(C1=CC=CC=C1)C1=CC=CC=C1.C1(=CC=CC=C1)P(C1=CC=CC=C1)C1=CC=CC=C1.C1(=CC=CC=C1)P(C1=CC=CC=C1)C1=CC=CC=C1 (Tetrakis(triphenylphosphine) palladium(0)). Reaction SMILES: [CH3:1][C:2]1([C:8]2[CH:9]=[C:10](B(O)O)[CH:11]=[CH:12][C:13]=2[O:14][CH3:15])[CH2:7][CH2:6][CH2:5][CH2:4][CH2:3]1.Br[C:20]1[CH:21]=[C:22]2[C:27](=[CH:28][CH:29]=1)[CH:26]=[C:25]([CH:30]=[O:31])[CH:24]=[CH:23]2.C(=O)([O-])[O-].[Na+].[Na+]>C1(C)C=CC=CC=1.C(O)C.O.C(OCC)(=O)C.[Pd].C1(P(C2C=CC=CC=2)C2C=CC=CC=2)C=CC=CC=1.C1(P(C2C=CC=CC=2)C2C=CC=CC=2)C=CC=CC=1.C1(P(C2C=CC=CC=2)C2C=CC=CC=2)C=CC=CC=1.C1(P(C2C=CC=CC=2)C2C=CC=CC=2)C=CC=CC=1>[CH3:1][C:2]1([C:8]2[CH:9]=[C:10]([C:20]3[CH:21]=[C:22]4[C:27](=[CH:28][CH:29]=3)[CH:26]=[C:25]([CH:30]=[O:31])[CH:24]=[CH:23]4)[CH:11]=[CH:12][C:13]=2[O:14][CH3:15])[CH2:7][CH2:6][CH2:5][CH2:4][CH2:3]1 |f:2.3.4,5.6,9.10.11.12.13|. The product is CC1(CCCCC1)C=1C=C(C=CC1OC)C=1C=C2C=CC(=CC2=CC1)C=O (6-[3-(1-methylcyclo-hexyl)-4-methoxyphenyl]-2-naphthaldehyde). Solvent: C1(=CC=CC=C1)C.C(C)O (toluene ethanol), O (water), C(C)(=O)OCC (ethyl acetate).